Dataset: the Open Reaction Database (ORD), a public repository of structured organic reaction records. Task: describe an organic reaction: reactants, conditions, products, and yield The product is CCCOc1c(OC)cc(C=O)cc1[N+](=O)[O-]. As a reaction SMILES: [CH2:17]([CH2:18][CH3:19])[I:20].[CH3:22][N:23]([CH3:24])[CH:25]=[O:26].[CH:3](=[O:4])[c:5]1[cH:6][c:7]([O:8][CH3:9])[c:10]([OH:11])[c:12]([N+:14]([O-:15])=[O:16])[cH:13]1.[H-:1].[Na+:2].[OH2:21]>>[CH:3](=[O:4])[c:5]1[cH:6][c:7]([O:8][CH3:9])[c:10]([O:11][CH2:17][CH2:18][CH3:19])[c:12]([N+:14]([O-:15])=[O:16])[cH:13]1. Reactants: CCCI, CN(C)C=O, COc1cc(C=O)cc([N+](=O)[O-])c1O, [H-], [Na+], O. Starting materials: COc1ccc(CSCC(Br)C(=O)O)cc1, CS, CCO, [Na+], [OH-]. Product: COc1ccc(CSCC(SC)C(=O)O)cc1. RXN SMILES: [Br:1][CH:2]([C:3](=[O:4])[OH:5])[CH2:6][S:7][CH2:8][c:9]1[cH:10][cH:11][c:12]([O:15][CH3:16])[cH:13][cH:14]1.[CH3:17][SH:18].[CH3:21][CH2:22][OH:23].[Na+:20].[OH-:19]>>[CH:2]([C:3](=[O:4])[OH:5])([CH2:6][S:7][CH2:8][c:9]1[cH:10][cH:11][c:12]([O:15][CH3:16])[cH:13][cH:14]1)[S:18][CH3:17]. The reactants are O=C([O-])O, CCOC(C)=O, Cl, O=C(Cl)c1ccc(F)cc1, CCOC(=O)CC(N)C(=O)c1ccc(Cl)s1, [Na+], O. Product: CCOC(=O)CC(NC(=O)c1ccc(F)cc1)C(=O)c1ccc(Cl)s1. As a reaction SMILES: [C:28](=[O:29])([O-:30])[OH:31].[CH3:33][CH2:34][O:35][C:36](=[O:37])[CH3:38].[ClH:1].[F:18][c:19]1[cH:20][cH:21][c:22]([C:23](=[O:24])[Cl:25])[cH:26][cH:27]1.[NH2:2][CH:3]([CH2:4][C:5](=[O:6])[O:7][CH2:8][CH3:9])[C:10](=[O:11])[c:12]1[s:13][c:14]([Cl:17])[cH:15][cH:16]1.[Na+:32].[OH2:39]>>[NH:2]([CH:3]([CH2:4][C:5](=[O:6])[O:7][CH2:8][CH3:9])[C:10](=[O:11])[c:12]1[s:13][c:14]([Cl:17])[cH:15][cH:16]1)[C:23]([c:22]1[cH:21][cH:20][c:19]([F:18])[cH:27][cH:26]1)=[O:24]. Starting materials: C1CCOC1, [Mg+]C1CC1, [Cl-], O=Cc1cn(S(=O)(=O)c2ccccc2)c2ncccc12. The product is O=S(=O)(c1ccccc1)n1cc(C(O)C2CC2)c2cccnc21. As a reaction SMILES: [CH2:26]1[O:27][CH2:28][CH2:29][CH2:30]1.[CH:22]1([Mg+:25])[CH2:23][CH2:24]1.[Cl-:21].[c:1]1([S:7](=[O:8])(=[O:9])[n:10]2[cH:11][c:12]([CH:19]=[O:20])[c:13]3[c:14]2[n:15][cH:16][cH:17][cH:18]3)[cH:2][cH:3][cH:4][cH:5][cH:6]1>>[c:1]1([S:7](=[O:8])(=[O:9])[n:10]2[cH:11][c:12]([CH:19]([OH:20])[CH:22]3[CH2:23][CH2:24]3)[c:13]3[c:14]2[n:15][cH:16][cH:17][cH:18]3)[cH:2][cH:3][cH:4][cH:5][cH:6]1.